Dataset: the Open Reaction Database (ORD), a public repository of structured organic reaction records. Task: describe an organic reaction: reactants, conditions, products, and yield The reactants are C1(CCCCC1)N=C=NC1CCCCC1 (dicyclohexylcarbodiimide), S1C(=NC2=C1C=CC=C2)C(C(=S)O)CC(=O)O (benzothiazol-2-ylthio succinic acid). Run in C(OC)COC (dimethoxyethane), C(OC)COC (dimethoxyethane). Run at time 1.5 hour. Product: S1C(=NC2=C1C=CC=C2)C2C(=S)OC(C2)=O (benzothiazol-2-ylthio succinic anhydride). As a reaction SMILES: C1(N=C=NC2CCCCC2)CCCCC1.[S:16]1[C:20]2[CH:21]=[CH:22][CH:23]=[CH:24][C:19]=2[N:18]=[C:17]1[CH:25]([CH2:29][C:30]([OH:32])=[O:31])[C:26](O)=[S:27]>C(COC)OC>[S:16]1[C:20]2[CH:21]=[CH:22][CH:23]=[CH:24][C:19]=2[N:18]=[C:17]1[CH:25]1[CH2:29][C:30](=[O:31])[O:32][C:26]1=[S:27]. Procedure details: A solution of 6.18 parts of dicyclohexylcarbodiimide in 30 parts by volume of dimethoxyethane is added dropwise, over 1.5 hours, to a stirred solution of 8.49 parts of benzothiazol-2-ylthio succinic acid prepared as in Example 1A in dimethoxyethane (70 parts by volume). The reaction is exothermic and the temperature is maintained at 25°-27° with cooling. When the addition is complete, stirring is continued for a further 1.5 hours and the precipitated dicyclohexylurea is removed by filtration. Th... The reactants are OC1=C(C(OC2=CC=CC=C12)=O)C1=CC=CC=C1 (4-hydroxy-3-phenylcoumarin), C(C1=CC=CC=C1)OC(=O)N[C@@H](C(C)C)C(=O)O.N[C@@H](C)C(=O)O.BrCC(=O)CBr.N[C@@H](CC(=O)O)C(=O)O (N-benzyloxycarbonyl-L-valine L-alanine L-aspartic acid bromomethyl ketone). Product: C(C1=CC=CC=C1)OC(=O)N[C@@H](C(C)C)C(=O)O.N[C@@H](C)C(=O)O.N[C@@H](CC(=O)O)C(=O)O (N-Benzyloxycarbonyl-L-valine L-alanine aspartic acid). Reaction SMILES: OC1C2C(=CC=CC=2)OC(=O)C=1C1C=CC=CC=1.[CH2:19]([O:26][C:27]([NH:29][C@H:30]([C:34]([OH:36])=[O:35])[CH:31]([CH3:33])[CH3:32])=[O:28])[C:20]1[CH:25]=[CH:24][CH:23]=[CH:22][CH:21]=1.[NH2:37][C@H:38]([C:40]([OH:42])=[O:41])[CH3:39].BrCC(CBr)=O.[NH2:49][C@H:50]([C:55]([OH:57])=[O:56])[CH2:51][C:52]([OH:54])=[O:53]>>[CH2:19]([O:26][C:27]([NH:29][C@H:30]([C:34]([OH:36])=[O:35])[CH:31]([CH3:33])[CH3:32])=[O:28])[C:20]1[CH:21]=[CH:22][CH:23]=[CH:24][CH:25]=1.[NH2:37][C@H:38]([C:40]([OH:42])=[O:41])[CH3:39].[NH2:49][C@H:50]([C:55]([OH:57])=[O:56])[CH2:51][C:52]([OH:54])=[O:53] |f:1.2.3.4,5.6.7|. Procedure details: (mass spectrum m/z 672 (M+), 628, 587, 531) was prepared as described above from 4-hydroxy-3-phenylcoumarin and N-benzyloxycarbonyl-L-valine-L-alanine-L-aspartic acid bromomethyl ketone. Reactants: CN1CCN(Cc2ccc(NC(=O)c3nsc4cc(O)ccc34)cc2C(F)(F)F)CC1, CN1CCCC1=O, [K+], [K+], [K+], Nc1nc(Cl)cc(Cl)n1, O=P([O-])([O-])[O-]. Product: CN1CCN(Cc2ccc(NC(=O)c3nsc4cc(Oc5cc(Cl)nc(N)n5)ccc34)cc2C(F)(F)F)CC1. RXN SMILES: [CH3:10][N:11]1[CH2:12][CH2:13][N:14]([CH2:17][c:18]2[c:19]([C:37]([F:38])([F:39])[F:40])[cH:20][c:21]([NH:24][C:25](=[O:26])[c:27]3[n:28][s:29][c:30]4[c:31]3[cH:32][cH:33][c:34]([OH:36])[cH:35]4)[cH:22][cH:23]2)[CH2:15][CH2:16]1.[CH3:49][N:50]1[CH2:51][CH2:52][CH2:53][C:54]1=[O:55].[K+:46].[K+:47].[K+:48].[NH2:1][c:2]1[n:3][c:4]([Cl:9])[cH:5][c:6]([Cl:8])[n:7]1.[P:41]([O-:42])([O-:43])([O-:44])=[O:45]>>[NH2:1][c:2]1[n:3][c:4]([Cl:9])[cH:5][c:6]([O:36][c:34]2[cH:33][cH:32][c:31]3[c:27]([C:25]([NH:24][c:21]4[cH:20][c:19]([C:37]([F:38])([F:39])[F:40])[c:18]([CH2:17][N:14]5[CH2:13][CH2:12][N:11]([CH3:10])[CH2:16][CH2:15]5)[cH:23][cH:22]4)=[O:26])[n:28][s:29][c:30]3[cH:35]2)[n:7]1. Reactants: FC1=CC=C(C=C1)S(=O)(=O)C=1C=NC(=NC1)N1CCN(CC1)C(=O)OC(C)(C)C (tert-butyl 4-(5-(4-fluorophenylsulfonyl)pyrimidin-2-yl)piperazine-1-carboxylate), Cl.O1CCOCC1 (HCl dioxane). Run in O1CCOCC1 (dioxane). Conditions: time 3 hour. The product is Cl.FC1=CC=C(C=C1)S(=O)(=O)C=1C=NC(=NC1)N1CCNCC1 (5-(4-fluorophenylsulfonyl)-2-(piperazin-1-yl)pyrimidine HCl salt). As a reaction SMILES: [F:1][C:2]1[CH:7]=[CH:6][C:5]([S:8]([C:11]2[CH:12]=[N:13][C:14]([N:17]3[CH2:22][CH2:21][N:20](C(OC(C)(C)C)=O)[CH2:19][CH2:18]3)=[N:15][CH:16]=2)(=[O:10])=[O:9])=[CH:4][CH:3]=1.[ClH:30].O1CCOCC1>O1CCOCC1>[ClH:30].[F:1][C:2]1[CH:7]=[CH:6][C:5]([S:8]([C:11]2[CH:12]=[N:13][C:14]([N:17]3[CH2:22][CH2:21][NH:20][CH2:19][CH2:18]3)=[N:15][CH:16]=2)(=[O:9])=[O:10])=[CH:4][CH:3]=1 |f:1.2,4.5|. Reported procedure: To a solution of tert-butyl 4-(5-(4-fluorophenylsulfonyl)pyrimidin-2-yl)piperazine-1-carboxylate (100 mg, 0.237 mmol) in dioxane was added 4 M HCl/dioxane (6 mL). The mixture was stirred at RT for 3 hrs and concentrated to afford the title compound as a yellow oil, which was used into the next step without further purification. MS (ES+) C14H15FN4O2S requires: 322. found 323 [M+H]+. Reactants: CO, CCCCCC(C)=CCC(=O)O, Cl. Product: CCCCCC(C)=CCC(=O)OC. Reaction SMILES: [CH3:14][OH:15].[CH3:1][C:2](=[CH:3][CH2:4][C:5](=[O:6])[OH:7])[CH2:8][CH2:9][CH2:10][CH2:11][CH3:12].[ClH:13]>>[CH3:1][C:2](=[CH:3][CH2:4][C:5](=[O:6])[O:7][CH3:14])[CH2:8][CH2:9][CH2:10][CH2:11][CH3:12]. Reactants: C(CCC)[Li] (n-Butyllithium), solution, BrCC1=C(C=CC=C1)C1=C(C=CC=C1)CBr (2,2'-Bis(bromomethyl)-1,1'-biphenyl), [NH4+].[Cl-] (NH4Cl), C(C(C)C)PCC(C)C (Diisobutylphosphine). The solvent is CCCCCC (hexane), C1CCOC1 (THF), C1CCOC1 (THF), C(C)OCC (Diethyl ether). Run at time 1 hour. The product is C(C(C)C)P(CC(C)C)CC1=C(C=CC=C1)C1=C(C=CC=C1)CP(CC(C)C)CC(C)C (2,2'-Bis(diisobutylphosphinomethyl)-1,1'-biphenyl). Isolated yield 72.0%. As a reaction SMILES: [CH2:1]([PH:5][CH2:6][CH:7]([CH3:9])[CH3:8])[CH:2]([CH3:4])[CH3:3].C([Li])[CH2:11][CH2:12][CH3:13].Br[CH2:16][C:17]1[CH:22]=[CH:21][CH:20]=[CH:19][C:18]=1[C:23]1[CH:28]=[CH:27][CH:26]=[CH:25][C:24]=1[CH2:29]Br.[NH4+].[Cl-]>C1COCC1.CCCCCC.C(OCC)C>[CH2:1]([P:5]([CH2:16][C:17]1[CH:22]=[CH:21][CH:20]=[CH:19][C:18]=1[C:23]1[CH:28]=[CH:27][CH:26]=[CH:25][C:24]=1[CH2:29][P:5]([CH2:6][CH:12]([CH3:11])[CH3:13])[CH2:1][CH:2]([CH3:4])[CH3:3])[CH2:6][CH:7]([CH3:9])[CH3:8])[CH:2]([CH3:4])[CH3:3] |f:3.4|. Reported procedure: Diisobutylphosphine (1.66 grams, 11.37 mmol) was dissolved in THF (25 ml) under nitrogen and cooled with a dry ice/acetone bath. n-Butyllithium (7.11 ml of a 1.6M solution in hexane, 11.37 mmol) was added dropwise to the stirring solution which was then allowed to stir for 1 hour in the cold bath. 2,2'-Bis(bromomethyl)-1,1'-biphenyl (1.89 grams, 5.55 mmol) in THF (10 ml) was added dropwise at -70° C. The solution was allowed to stir overnight at room temperature and was then heated at reflux for...